Dataset: the Open Reaction Database (ORD), a public repository of structured organic reaction records. Task: describe an organic reaction: reactants, conditions, products, and yield The reactants are CC(=CBr)c1ccc(Cl)cc1Cl, CN1CCc2[nH]c3ccc(Cl)cc3c2CC1, [Cu]I, [K+], [K+], [K+], CN(C)C=O, O=C(O)C1CCCN1, O=P([O-])([O-])[O-]. The product is CC(=Cn1c2c(c3cc(Cl)ccc31)CCN(C)CC2)c1ccc(Cl)cc1Cl. Reaction SMILES: [Br:33][CH:34]=[C:35]([CH3:36])[c:37]1[c:38]([Cl:44])[cH:39][c:40]([Cl:43])[cH:41][cH:42]1.[Cl:1][c:2]1[cH:3][c:4]2[c:5]3[c:6]([nH:7][c:8]2[cH:9][cH:10]1)[CH2:11][CH2:12][N:13]([CH3:16])[CH2:14][CH2:15]3.[Cu:50][I:51].[K+:30].[K+:31].[K+:32].[O:45]=[CH:46][N:47]([CH3:48])[CH3:49].[OH:17][C:18]([CH:19]1[NH:20][CH2:21][CH2:22][CH2:23]1)=[O:24].[P:25]([O-:26])([O-:27])([O-:28])=[O:29]>>[Cl:1][c:2]1[cH:3][c:4]2[c:5]3[c:6]([n:7]([CH:34]=[C:35]([CH3:36])[c:37]4[c:38]([Cl:44])[cH:39][c:40]([Cl:43])[cH:41][cH:42]4)[c:8]2[cH:9][cH:10]1)[CH2:11][CH2:12][N:13]([CH3:16])[CH2:14][CH2:15]3. The reactants are O=c1c(OCc2ccccc2)cccn1Cc1ccccc1, CO, [H][H]. Yields the product O=c1c(O)cccn1Cc1ccccc1. Reaction SMILES: [CH2:1]([c:2]1[cH:3][cH:4][cH:5][cH:6][cH:7]1)[n:8]1[c:9](=[O:22])[c:10]([O:14][CH2:15][c:16]2[cH:17][cH:18][cH:19][cH:20][cH:21]2)[cH:11][cH:12][cH:13]1.[CH3:25][OH:26].[H:23][H:24]>>[CH2:1]([c:2]1[cH:3][cH:4][cH:5][cH:6][cH:7]1)[n:8]1[c:9](=[O:22])[c:10]([OH:14])[cH:11][cH:12][cH:13]1. The reactants are O=C(N1C=CC=2C=CC(=CC21)C)C(C)(C)C. Reagents/catalysts: BrB(Br)Br, OC(C)(C)C(O)(C)C. Reaction conditions: temperature 25 celsius, time 16 hour. Product: O=C(N1C=CC=2C=CC(=C(B3OC(C)(C)C(O3)(C)C)C21)C)C(C)(C)C. Isolated yield 73.0%. Reactants: COC(=O)CCCCCCCBr, [H-], [I-], [Na+], [Na+], CN(C)C=O, O=c1[nH]cc(-c2ccccc2)n1-c1cccc(C(F)(F)F)c1. The product is COC(=O)CCCCCCCn1cc(-c2ccccc2)n(-c2cccc(C(F)(F)F)c2)c1=O. As a reaction SMILES: [CH3:25][O:26][C:27]([CH2:28][CH2:29][CH2:30][CH2:31][CH2:32][CH2:33][CH2:34][Br:35])=[O:36].[H-:2].[I-:37].[Na+:1].[Na+:38].[O:39]=[CH:40][N:41]([CH3:42])[CH3:43].[c:3]1(-[c:9]2[cH:10][nH:11][c:12](=[O:24])[n:13]2-[c:14]2[cH:15][c:16]([C:20]([F:21])([F:22])[F:23])[cH:17][cH:18][cH:19]2)[cH:4][cH:5][cH:6][cH:7][cH:8]1>>[c:3]1(-[c:9]2[cH:10][n:11]([CH2:34][CH2:33][CH2:32][CH2:31][CH2:30][CH2:29][CH2:28][C:27]([O:26][CH3:25])=[O:36])[c:12](=[O:24])[n:13]2-[c:14]2[cH:15][c:16]([C:20]([F:21])([F:22])[F:23])[cH:17][cH:18][cH:19]2)[cH:4][cH:5][cH:6][cH:7][cH:8]1. As a reaction SMILES: [CH2:1]([CH2:2][CH3:3])[O:4][c:5]1[c:6]([C:14]2=[N:15][C:16](=[O:23])[C:17]3=[N:18][CH:19]=[N:20][C:21]3=[N:22]2)[cH:7][c:8]([N+:11]([O-:12])=[O:13])[cH:9][cH:10]1.[CH3:26][C:27](=[O:28])[OH:29].[Na+:25].[OH-:24].[OH2:30]>>[CH2:1]([CH2:2][CH3:3])[O:4][c:5]1[c:6]([C:14]2=[N:15][C:16](=[O:23])[C:17]3=[N:18][CH:19]=[N:20][C:21]3=[N:22]2)[cH:7][c:8]([NH2:11])[cH:9][cH:10]1. Reactants: CCCOc1ccc([N+](=O)[O-])cc1C1=NC(=O)C2=NC=NC2=N1, CC(=O)O, [Na+], [OH-], O. Yields the product CCCOc1ccc(N)cc1C1=NC(=O)C2=NC=NC2=N1. Reactants: CCOC(C)=O, CO, C=Cc1ccc(C(=O)c2ccc3n2CCC3C(=O)O)cc1, ClCCl, C=[N+]=[N-]. Yields the product C=Cc1ccc(C(=O)c2ccc3n2CCC3C(=O)OC)cc1. Reaction SMILES: [C:27]([O:28][CH2:29][CH3:30])(=[O:31])[CH3:32].[CH3:25][OH:26].[CH:1](=[CH2:2])[c:3]1[cH:4][cH:5][c:6]([C:7](=[O:8])[c:9]2[cH:10][cH:11][c:12]3[n:13]2[CH2:14][CH2:15][CH:16]3[C:17](=[O:18])[OH:19])[cH:20][cH:21]1.[Cl:33][CH2:34][Cl:35].[N+:22](=[N-:23])=[CH2:24]>>[CH:1](=[CH2:2])[c:3]1[cH:4][cH:5][c:6]([C:7](=[O:8])[c:9]2[cH:10][cH:11][c:12]3[n:13]2[CH2:14][CH2:15][CH:16]3[C:17](=[O:18])[O:19][CH3:24])[cH:20][cH:21]1. Starting materials: C[C@@H]1CC[C@H](CC1)NC(CC1=CC(=C(C=C1)O)OC)=O (N-(trans-4-methylcyclohexyl)-2-(4-hydroxy-3-methoxyphenyl)acetamide), C([O-])([O-])=O.[K+].[K+] (potassium carbonate), BrCCCl (1-bromo-2-chloroethane). Run in CC(=O)CC(C)C (methylisobutylketone). Yields the product C[C@@H]1CC[C@H](CC1)NC(CC1=CC(=C(C=C1)OCCCl)OC)=O (N-(trans-4-methylcyclohexyl)-2-[4-(2-chloroethoxy)-3-methoxyphenyl]acetamide). Reaction SMILES: [CH3:1][C@H:2]1[CH2:7][CH2:6][C@H:5]([NH:8][C:9](=[O:20])[CH2:10][C:11]2[CH:16]=[CH:15][C:14]([OH:17])=[C:13]([O:18][CH3:19])[CH:12]=2)[CH2:4][CH2:3]1.C(=O)([O-])[O-].[K+].[K+].Br[CH2:28][CH2:29][Cl:30]>CC(CC(C)C)=O>[CH3:1][C@H:2]1[CH2:7][CH2:6][C@H:5]([NH:8][C:9](=[O:20])[CH2:10][C:11]2[CH:16]=[CH:15][C:14]([O:17][CH2:28][CH2:29][Cl:30])=[C:13]([O:18][CH3:19])[CH:12]=2)[CH2:4][CH2:3]1 |f:1.2.3|. Reported procedure: Using 1.5 g of N-(trans-4-methylcyclohexyl)-2-(4-hydroxy-3-methoxyphenyl)acetamide (Example 127), 100 ml of methylisobutylketone, 5 g of potassium carbonate, and 4 ml of 1-bromo-2-chloroethane, a reaction similar to that conducted in Example 106 was carried out. As a result, 1.38 g of N-(trans-4-methylcyclohexyl)-2-[4-(2-chloroethoxy)-3-methoxyphenyl]acetamide (a compound of the present invention) was obtained as a pale yellowish white crystal, which had the following physiochemical properties: